From a dataset of the Open Reaction Database (ORD), a public repository of structured organic reaction records. describe an organic reaction: reactants, conditions, products, and yield Starting materials: Cc1ccc(Br)nc1, CC(C)(C)[O-], Cc1ccccc1, CS(=O)(=O)c1ccc(N2CCC(=NOC3CCNCC3)CC2)c(F)c1, [Na+]. The product is Cc1ccc(N2CCC(ON=C3CCN(c4ccc(S(C)(=O)=O)cc4F)CC3)CC2)nc1. Reaction SMILES: [Br:32][c:33]1[n:34][cH:35][c:36]([CH3:39])[cH:37][cH:38]1.[CH3:1][C:2]([CH3:3])([O-:4])[CH3:5].[CH3:40][c:41]1[cH:42][cH:43][cH:44][cH:45][cH:46]1.[NH:7]1[CH2:8][CH2:9][CH:10]([O:13][N:14]=[C:15]2[CH2:16][CH2:17][N:18]([c:21]3[c:22]([F:31])[cH:23][c:24]([S:27](=[O:28])(=[O:29])[CH3:30])[cH:25][cH:26]3)[CH2:19][CH2:20]2)[CH2:11][CH2:12]1.[Na+:6]>>[N:7]1([c:33]2[n:34][cH:35][c:36]([CH3:39])[cH:37][cH:38]2)[CH2:8][CH2:9][CH:10]([O:13][N:14]=[C:15]2[CH2:16][CH2:17][N:18]([c:21]3[c:22]([F:31])[cH:23][c:24]([S:27](=[O:28])(=[O:29])[CH3:30])[cH:25][cH:26]3)[CH2:19][CH2:20]2)[CH2:11][CH2:12]1. Starting materials: ClC1=NC2=CC(=CC=C2N=C1)OC (2-chloro-7-methoxy-quinoxaline), BrCCCO (3-bromo-propan-1-ol), C(C)(C)(C)OC(NC1CNCC1)=O (pyrrolidin-3-yl-carbamic acid tert-butyl ester), O=C1CSC2=C(N1)C=C(C=C2)C(=O)O (3-oxo-3,4-dihydro-2H-benzo[1,4]thiazine-6-carboxylic acid). Product: COC1=CC=C2N=CC(=NC2=C1)OCCCN1CC(CC1)NC(=O)C=1C=CC2=C(NC(CS2)=O)C1 (3-oxo-3,4-dihydro-2H-benzo[1,4]thiazine-6-carboxylic acid {1-[3-(7-methoxy-quinoxalin-2-yloxy)-propyl]-pyrrolidin-3-yl}amide). Reaction SMILES: Cl[C:2]1[CH:11]=[N:10][C:9]2[C:4](=[CH:5][C:6]([O:12][CH3:13])=[CH:7][CH:8]=2)[N:3]=1.Br[CH2:15][CH2:16][CH2:17][OH:18].C(O[C:24](=[O:31])[NH:25][CH:26]1[CH2:30][CH2:29][NH:28][CH2:27]1)(C)(C)C.[O:32]=[C:33]1[NH:38][C:37]2[CH:39]=[C:40](C(O)=O)[CH:41]=[CH:42][C:36]=2[S:35][CH2:34]1>>[CH3:13][O:12][C:6]1[CH:5]=[C:4]2[C:9]([N:10]=[CH:11][C:2]([O:18][CH2:17][CH2:16][CH2:15][N:28]3[CH2:29][CH2:30][CH:26]([NH:25][C:24]([C:40]4[CH:41]=[CH:42][C:36]5[S:35][CH2:34][C:33](=[O:32])[NH:38][C:37]=5[CH:39]=4)=[O:31])[CH2:27]3)=[N:3]2)=[CH:8][CH:7]=1. Procedure details: The title compound is prepared as a white solid following Scheme 1 and in analogy to Example 1 using 2-chloro-7-methoxy-quinoxaline, 3-bromo-propan-1-ol, pyrrolidin-3-yl-carbamic acid tert-butyl ester and 3-oxo-3,4-dihydro-2H-benzo[1,4]thiazine-6-carboxylic acid as starting materials. Starting materials: ClC=1C=C(C=CC1Cl)C1(CCN(C1)CC1=CC(=C(C(=C1)OC)OC)OC)CCOC1OCCCC1 (4-(3,4-dichloro-phenyl)-4-[2-(tetrahydro-pyran-2-yloxy)-ethyl]-1-(3,4,5-trimethoxy-benzyl)-pyrrolidine), C1(=CC=C(C=C1)S(=O)(=O)O)C (p-toluenesulfonic acid). The product is ClC=1C=C(C=CC1Cl)C1(CCN(C1)CC1=CC(=C(C(=C1)OC)OC)OC)CCO (4-(3,4-dichloro-phenyl)-4-2-hydroxy-ethyl-1-(3,4,5-trimethoxy-benzyl)-pyrrolidine). Reaction SMILES: [Cl:1][C:2]1[CH:3]=[C:4]([C:9]2([CH2:27][CH2:28][O:29]C3CCCCO3)[CH2:13][N:12]([CH2:14][C:15]3[CH:20]=[C:19]([O:21][CH3:22])[C:18]([O:23][CH3:24])=[C:17]([O:25][CH3:26])[CH:16]=3)[CH2:11][CH2:10]2)[CH:5]=[CH:6][C:7]=1[Cl:8].C1(C)C=CC(S(O)(=O)=O)=CC=1>>[Cl:1][C:2]1[CH:3]=[C:4]([C:9]2([CH2:27][CH2:28][OH:29])[CH2:13][N:12]([CH2:14][C:15]3[CH:20]=[C:19]([O:21][CH3:22])[C:18]([O:23][CH3:24])=[C:17]([O:25][CH3:26])[CH:16]=3)[CH2:11][CH2:10]2)[CH:5]=[CH:6][C:7]=1[Cl:8]. Reported procedure: Prepare according to the method of example (11.5) using 4-(3,4-dichloro-phenyl)-4-[2-(tetrahydro-pyran-2-yloxy)-ethyl]-1-(3,4,5-trimethoxy-benzyl)-pyrrolidine (3 mmol) and p-toluenesulfonic acid (200 mg). Chromatograph on silica gel to give the title compound. Reactants: CCO, CCOCC, CI, Cl, Cl, [H-], [Na+], CN(C)C=O, O, c1ccc2oc(-c3ncc[nH]3)cc2c1. Yields the product Cl, Cn1ccnc1-c1cc2ccccc2o1. RXN SMILES: [CH2:26]([OH:27])[CH3:28].[CH2:29]([O:30][CH2:31][CH3:32])[CH3:33].[CH3:18][I:19].[ClH:1].[ClH:20].[H-:16].[Na+:17].[O:21]=[CH:22][N:23]([CH3:24])[CH3:25].[OH2:34].[o:2]1[c:3](-[c:11]2[nH:12][cH:13][cH:14][n:15]2)[cH:4][c:5]2[c:6]1[cH:7][cH:8][cH:9][cH:10]2>>[ClH:1].[o:2]1[c:3](-[c:11]2[n:12][cH:13][cH:14][n:15]2[CH3:18])[cH:4][c:5]2[c:6]1[cH:7][cH:8][cH:9][cH:10]2.